From a dataset of the Open Reaction Database (ORD), a public repository of structured organic reaction records. describe an organic reaction: reactants, conditions, products, and yield Starting materials: C(C)(C)[N-]C(C)C.[Li+] (Lithium diisopropylamide), C(CC)#N (propiononitrile), P(=O)(OCC)(OCC)Cl (diethyl chlorophosphate), O=C1C2=C(CCC3=C1C=CC(=C3)C(=O)O)C=CC=C2 (5-Oxo-10,11-dihydro-5H-dibenzo[a,d]cycloheptene-2-carboxylic acid). Run in C1CCOC1 (THF), C1CCOC1 (THF), C1CCOC1 (THF), O (water), C(C)(=O)OCC (Ethyl acetate). Yields the product C(#N)\C(\C)=C/1\C2=C(OCC3=C1C=CC=C3)C=C(C=C2)C(=O)OC (methyl (E)-11-(1-cyanoethylidene)-6,11-dihydrodibenzo[b,e]oxepine-3-carboxylate), C(#N)\C(\C)=C\1/C2=C(OCC3=C1C=CC=C3)C=C(C=C2)C(=O)OC (methyl (Z)-11-(1-cyanoethylidene)-6,11-dihydrodibenzo[b,e]oxepine-3-carboxylate). The yield is 36.7%. Reaction SMILES: [CH:1]([N-]C(C)C)(C)C.[Li+].[C:9](#[N:12])[CH2:10][CH3:11].P(Cl)(OCC)([O:15][CH2:16]C)=O.O=[C:23]1[C:29]2[CH:30]=[CH:31][C:32]([C:34]([OH:36])=[O:35])=[CH:33][C:28]=2CC[C:25]2[CH:37]=[CH:38][CH:39]=[CH:40][C:24]1=2>C1COCC1.O.C(OCC)(=O)C>[C:9](/[C:10](=[C:23]1/[C:29]2[CH:30]=[CH:31][C:32]([C:34]([O:36][CH3:1])=[O:35])=[CH:33][C:28]=2[O:15][CH2:16][C:25]2[CH:37]=[CH:38][CH:39]=[CH:40][C:24]/1=2)/[CH3:11])#[N:12].[C:9](/[C:10](=[C:23]1\[C:29]2[CH:30]=[CH:31][C:32]([C:34]([O:36][CH3:1])=[O:35])=[CH:33][C:28]=2[O:15][CH2:16][C:25]2[CH:37]=[CH:38][CH:39]=[CH:40][C:24]\1=2)/[CH3:11])#[N:12] |f:0.1|. Procedure: [step 1] Lithium diisopropylamide (2.0 mol/L heptane/THF/ethylbenzene solution, 100 mL, 200 mmol) was diluted with THF (40 mL), and a solution of propiononitrile (7.13 mL, 100 mmol) in THF (40 mL) was added dropwise at 0° C. over 15 min with stirring. After stirring at 0° C. for 30 min, a solution of diethyl chlorophosphate (14.4 mL, 100 mmol) in THF (40 mL) was added dropwise over 45 min. After stirring at room temperature for 2 hr, methyl 11-oxo-6,11-dihydrodibenzo[b,e]oxepine-3-carboxylate (J... Reactants: ClC=1C=C(C(=O)O)C=CC1C(NC1=CC(=C(C=C1)Cl)C1=NC=CC=C1)=O (3-chloro-4-(4-chloro-3-(pyridin-2-yl)phenylcarbamoyl)benzoic acid), N[C@H](CO)C ((S)-2-amino-1-propanol). The product is ClC1=C(C(=O)NC2=CC(=C(C=C2)Cl)C2=NC=CC=C2)C=CC(=C1)C(=O)N[C@H](CO)C ((S)-2-chloro-N1-(4-chloro-3-(pyridin-2-yl)phenyl)-N4-(1-hydroxypropan-2-yl)terephthalamide). Reaction SMILES: [Cl:1][C:2]1[CH:3]=[C:4]([CH:8]=[CH:9][C:10]=1[C:11](=[O:26])[NH:12][C:13]1[CH:18]=[CH:17][C:16]([Cl:19])=[C:15]([C:20]2[CH:25]=[CH:24][CH:23]=[CH:22][N:21]=2)[CH:14]=1)[C:5]([OH:7])=O.[NH2:27][C@@H:28]([CH3:31])[CH2:29][OH:30]>>[Cl:1][C:2]1[CH:3]=[C:4]([C:5]([NH:27][C@@H:28]([CH3:31])[CH2:29][OH:30])=[O:7])[CH:8]=[CH:9][C:10]=1[C:11]([NH:12][C:13]1[CH:18]=[CH:17][C:16]([Cl:19])=[C:15]([C:20]2[CH:25]=[CH:24][CH:23]=[CH:22][N:21]=2)[CH:14]=1)=[O:26]. Procedure: 75 mg of 3-chloro-4-(4-chloro-3-(pyridin-2-yl)phenylcarbamoyl)benzoic acid was coupled to (S)-2-amino-1-propanol via Procedure G. The product was purified on reverse phase HPLC to yield (S)-2-chloro-N1-(4-chloro-3-(pyridin-2-yl)phenyl)-N4-(1-hydroxypropan-2-yl)terephthalamide. MS (Q1) 445 (M)+. The reactants are CCOc1cc(C=O)ccc1OC(C)C, C[Si](C)(C)C#N, CO, N. The product is CCOc1cc(C(N)C#N)ccc1OC(C)C. As a reaction SMILES: [CH2:1]([CH3:2])[O:3][c:4]1[cH:5][c:6]([CH:7]=[O:8])[cH:9][cH:10][c:11]1[O:12][CH:13]([CH3:14])[CH3:15].[CH3:16][Si:17]([CH3:18])([CH3:19])[C:20]#[N:21].[CH3:23][OH:24].[NH3:22]>>[CH2:1]([CH3:2])[O:3][c:4]1[cH:5][c:6]([CH:7]([C:20]#[N:21])[NH2:22])[cH:9][cH:10][c:11]1[O:12][CH:13]([CH3:14])[CH3:15]. Starting materials: O=C([O-])[O-], CN(C)C=O, [Cl-], [Cs+], [Cs+], COc1cc([N+](=O)[O-])c(F)cc1OCCOC1CCCCO1, NC(=O)c1sc(N)nc1-c1cccc(Cl)c1, [NH4+]. Yields the product COc1cc([N+](=O)[O-])c(Nc2nc(-c3cccc(Cl)c3)c(C(N)=O)s2)cc1OCCOC1CCCCO1. RXN SMILES: [C:39](=[O:40])([O-:41])[O-:42].[CH3:47][N:48]([CH3:49])[CH:50]=[O:51].[Cl-:45].[Cs+:43].[Cs+:44].[F:1][c:2]1[c:3]([N+:20](=[O:21])[O-:22])[cH:4][c:5]([O:18][CH3:19])[c:6]([O:7][CH2:8][CH2:9][O:10][CH:11]2[O:12][CH2:13][CH2:14][CH2:15][CH2:16]2)[cH:17]1.[NH2:23][c:24]1[s:25][c:26]([C:36](=[O:37])[NH2:38])[c:27](-[c:29]2[cH:30][c:31]([Cl:35])[cH:32][cH:33][cH:34]2)[n:28]1.[NH4+:46]>>[c:2]1([NH:23][c:24]2[s:25][c:26]([C:36](=[O:37])[NH2:38])[c:27](-[c:29]3[cH:30][c:31]([Cl:35])[cH:32][cH:33][cH:34]3)[n:28]2)[c:3]([N+:20](=[O:21])[O-:22])[cH:4][c:5]([O:18][CH3:19])[c:6]([O:7][CH2:8][CH2:9][O:10][CH:11]2[O:12][CH2:13][CH2:14][CH2:15][CH2:16]2)[cH:17]1. The reagents and catalysts are [Fe] (Fe). Reaction conditions: time 16 hour. Product: NC=1C=C(C=CC1Cl)NC1=NC2=C(N1C)C=CC(=C2)OC2=CC(=NC=C2)C(=O)NC ((4-{2-[(3-amino-4-chlorophenyl)amino]-1-methylbenzimidazol-5-yloxy}-(2-pyridyl))-N-methylcarboxamide). Procedure details: To (4-{2-[(4-chloro-3-nitrophenyl)amino]-1-methylbenzimidazol-5-yloxy}-(2-pyridyl))-N-methylcarboxamide in acetic acid was added Fe dust (3 eq) and stirred at ambient temperature for 16 h. The mixture was then filtered and basified with saturated sodium bicarbonate and partitioned between ethyl acetate and water. The organic layer was dried with sodium sulfate and concentrated and passed through a plug of silica to yield (4-{2-[(3-amino-4-chlorophenyl)amino]-1-methylbenzimidazol-5-yloxy}-(2-pyri... Reaction SMILES: [Cl:1][C:2]1[CH:7]=[CH:6][C:5]([NH:8][C:9]2[N:13]([CH3:14])[C:12]3[CH:15]=[CH:16][C:17]([O:19][C:20]4[CH:25]=[CH:24][N:23]=[C:22]([C:26]([NH:28][CH3:29])=[O:27])[CH:21]=4)=[CH:18][C:11]=3[N:10]=2)=[CH:4][C:3]=1[N+:30]([O-])=O>C(O)(=O)C.[Fe]>[NH2:30][C:3]1[CH:4]=[C:5]([NH:8][C:9]2[N:13]([CH3:14])[C:12]3[CH:15]=[CH:16][C:17]([O:19][C:20]4[CH:25]=[CH:24][N:23]=[C:22]([C:26]([NH:28][CH3:29])=[O:27])[CH:21]=4)=[CH:18][C:11]=3[N:10]=2)[CH:6]=[CH:7][C:2]=1[Cl:1]. The solvent is C(C)(=O)O (acetic acid). The reactants are ClC1=C(C=C(C=C1)NC1=NC2=C(N1C)C=CC(=C2)OC2=CC(=NC=C2)C(=O)NC)[N+](=O)[O-] ((4-{2-[(4-chloro-3-nitrophenyl)amino]-1-methylbenzimidazol-5-yloxy}-(2-pyridyl))-N-methylcarboxamide). Procedure details: According to the procedure of Step 2 of Example 248, Mitsunobu coupling of 0.10 g (0.288 mmoL) of methyl(3S)-4-[(4-hydroxyphenyl)sulfonyl]-2,2-dimethyl-3-thiomorpholinecarboxylate and 0.031 g (0.363 mmol) of 2-butyne-1,4-diol gave 0.078 g of methyl(3S)-4-({4-[(4-hydroxy-2-butynyl)oxy]phenyl}sulfonyl)-2,2-dimethyl-3-thiomorpholine carboxylate as a colorless oil. Reaction SMILES: [OH:1][C:2]1[CH:7]=[CH:6][C:5]([S:8]([N:11]2[CH2:16][CH2:15][S:14][C:13]([CH3:18])([CH3:17])[C@@H:12]2[C:19]([O:21][CH3:22])=[O:20])(=[O:10])=[O:9])=[CH:4][CH:3]=1.[CH2:23](O)[C:24]#[C:25][CH2:26][OH:27]>>[OH:27][CH2:26][C:25]#[C:24][CH2:23][O:1][C:2]1[CH:7]=[CH:6][C:5]([S:8]([N:11]2[CH2:16][CH2:15][S:14][C:13]([CH3:17])([CH3:18])[C@@H:12]2[C:19]([O:21][CH3:22])=[O:20])(=[O:10])=[O:9])=[CH:4][CH:3]=1. Reactants: OC1=CC=C(C=C1)S(=O)(=O)N1[C@H](C(SCC1)(C)C)C(=O)OC (methyl(3S)-4-[(4-hydroxyphenyl)sulfonyl]-2,2-dimethyl-3-thiomorpholinecarboxylate), C(C#CCO)O (2-butyne-1,4-diol). Yields the product OCC#CCOC1=CC=C(C=C1)S(=O)(=O)N1[C@H](C(SCC1)(C)C)C(=O)OC (methyl(3S)-4-({4-[(4-hydroxy-2-butynyl)oxy]phenyl}sulfonyl)-2,2-dimethyl-3-thiomorpholine carboxylate). Isolated yield 65.2%.